The task is: describe an organic reaction: reactants, conditions, products, and yield. This data is from the Open Reaction Database (ORD), a public repository of structured organic reaction records. Procedure: To a solution of ethyl 1-methyl-8-(pyridin-2-ylamino)-4,5-dihydro-1H-pyrazolo[4,3-h]quinazoline-3-carboxylate (220 mg, 0.63 mmol) in methanol (250 mL), 33% aqueous ammonium hydroxide (100 mL) was added and the solution was stirred at 65° C. for 8 hours. Run in CO (methanol). Reaction SMILES: [CH3:1][N:2]1[C:14]2[C:13]3[N:12]=[C:11]([NH:15][C:16]4[CH:21]=[CH:20][CH:19]=[CH:18][N:17]=4)[N:10]=[CH:9][C:8]=3[CH2:7][CH2:6][C:5]=2[C:4]([C:22]([O:24]CC)=O)=[N:3]1.[OH-].[NH4+:28]>CO>[CH3:1][N:2]1[C:14]2[C:13]3[N:12]=[C:11]([NH:15][C:16]4[CH:21]=[CH:20][CH:19]=[CH:18][N:17]=4)[N:10]=[CH:9][C:8]=3[CH2:7][CH2:6][C:5]=2[C:4]([C:22]([NH2:28])=[O:24])=[N:3]1 |f:1.2|. Product: CN1N=C(C=2CCC=3C=NC(=NC3C21)NC2=NC=CC=C2)C(=O)N (1-Methyl-8-(pyridin-2-ylamino)-4,5-dihydro-1H-pyrazolo[4,3-h]quinazoline-3-carboxamide). Reactants: CN1N=C(C=2CCC=3C=NC(=NC3C21)NC2=NC=CC=C2)C(=O)OCC (ethyl 1-methyl-8-(pyridin-2-ylamino)-4,5-dihydro-1H-pyrazolo[4,3-h]quinazoline-3-carboxylate), [OH-].[NH4+] (ammonium hydroxide). Reaction conditions: temperature 65 celsius, time 8 hour. The reactants are COC1=NC=C(C=N1)CC=1C(N=C(NC1)N[N+](=O)[O-])=O (5-{[2-(methyloxy)-5-pyrimidinyl]methyl}-2-(nitroamino)-4(1H)-pyrimidinone), CI (methyl iodide). Run in C(Cl)(Cl)Cl (chloroform). Conditions: temperature 23 celsius, time 8 hour. Yields the product CN1C(=NC(C(=C1)CC=1C=NC(=NC1)OC)=O)N[N+](=O)[O-] (1-Methyl-5-{[2-(methyloxy)-5-pyrimidinyl]methyl}-2-(nitroamino)-4(1H)-pyrimidinone). The yield is 16.7%. RXN SMILES: [CH3:1][O:2][C:3]1[N:8]=[CH:7][C:6]([CH2:9][C:10]2[C:11](=[O:20])[N:12]=[C:13]([NH:16][N+:17]([O-:19])=[O:18])[NH:14][CH:15]=2)=[CH:5][N:4]=1.[CH3:21]I>C(Cl)(Cl)Cl>[CH3:21][N:14]1[CH:15]=[C:10]([CH2:9][C:6]2[CH:7]=[N:8][C:3]([O:2][CH3:1])=[N:4][CH:5]=2)[C:11](=[O:20])[N:12]=[C:13]1[NH:16][N+:17]([O-:19])=[O:18]. Reported procedure: A solution of 5-{[2-(methyloxy)-5-pyrimidinyl]methyl}-2-(nitroamino)-4(1H)-pyrimidinone (200 mg, 0.719 mmol) in chloroform (5 mL) was mixed with methyl iodide (0.054 mL, 0.863 mmol). The reaction mixture was stirred at 23° C. overnight. Purification via a reverse phase Biotage then provided the title compound (35 mg, 16.66% yield). LCMS: rt=1.62 min, [M+H+]=293.1